This data is from the Open Reaction Database (ORD), a public repository of structured organic reaction records. The task is: describe an organic reaction: reactants, conditions, products, and yield The reactants are [BH4-], CO, Cl, CC(C)[Si](Oc1c(F)cc(C=O)cc1F)(C(C)C)C(C)C, [Na+], O. Product: CC(C)[Si](Oc1c(F)cc(CO)cc1F)(C(C)C)C(C)C. As a reaction SMILES: [BH4-:23].[CH3:26][OH:27].[ClH:25].[F:1][c:2]1[cH:3][c:4]([CH:5]=[O:6])[cH:7][c:8]([F:21])[c:9]1[O:10][Si:11]([CH:12]([CH3:13])[CH3:14])([CH:15]([CH3:16])[CH3:17])[CH:18]([CH3:19])[CH3:20].[Na+:24].[OH2:22]>>[F:1][c:2]1[cH:3][c:4]([CH2:5][OH:6])[cH:7][c:8]([F:21])[c:9]1[O:10][Si:11]([CH:12]([CH3:13])[CH3:14])([CH:15]([CH3:16])[CH3:17])[CH:18]([CH3:19])[CH3:20]. Starting materials: Cc1nn(C)c(NCCCN(C)C)c1[N+](=O)[O-], CCOC(C)=O, OCCCl. Yields the product Cc1nn(C)c(NCCC[N+](C)(C)CCO)c1[N+](=O)[O-], [Cl-]. RXN SMILES: [CH3:1][n:2]1[n:3][c:4]([CH3:17])[c:5]([N+:14](=[O:15])[O-:16])[c:6]1[NH:7][CH2:8][CH2:9][CH2:10][N:11]([CH3:12])[CH3:13].[CH3:22][CH2:23][O:24][C:25](=[O:26])[CH3:27].[OH:18][CH2:19][CH2:20][Cl:21]>>[CH3:1][n:2]1[n:3][c:4]([CH3:17])[c:5]([N+:14](=[O:15])[O-:16])[c:6]1[NH:7][CH2:8][CH2:9][CH2:10][N+:11]([CH3:12])([CH3:13])[CH2:20][CH2:19][OH:18].[Cl-:21]. Reactants: O=C([O-])[O-], Cc1ccc(S(=O)(=O)OCCCS(C)(=O)=O)cc1, CN(C)C=O, [K+], [K+], O, Cc1cc(O)cc(C)c1-c1cccc(C=O)c1. Product: Cc1cc(OCCCS(C)(=O)=O)cc(C)c1-c1cccc(C=O)c1. Reaction SMILES: [C:36](=[O:37])([O-:38])[O-:39].[CH3:18][c:19]1[cH:20][cH:21][c:22]([S:23]([O:24][CH2:29][CH2:30][CH2:31][S:32](=[O:33])(=[O:34])[CH3:35])(=[O:25])=[O:26])[cH:27][cH:28]1.[CH3:43][N:44]([CH3:45])[CH:46]=[O:47].[K+:40].[K+:41].[OH2:42].[OH:1][c:2]1[cH:3][c:4]([CH3:17])[c:5](-[c:9]2[cH:10][c:11]([CH:15]=[O:16])[cH:12][cH:13][cH:14]2)[c:6]([CH3:8])[cH:7]1>>[O:1]([c:2]1[cH:3][c:4]([CH3:17])[c:5](-[c:9]2[cH:10][c:11]([CH:15]=[O:16])[cH:12][cH:13][cH:14]2)[c:6]([CH3:8])[cH:7]1)[CH2:29][CH2:30][CH2:31][S:32](=[O:33])(=[O:34])[CH3:35].